Dataset: the Open Reaction Database (ORD), a public repository of structured organic reaction records. Task: describe an organic reaction: reactants, conditions, products, and yield The reactants are COC(=O)C1Cc2ccccc2CN1, Cc1cc(C)cc(C(=O)O)c1, CCN=C=NCCCN(C)C, CCOC(C)=O, Cl, CN(C)C=O. The product is COC(=O)C1Cc2ccccc2CN1C(=O)c1cc(C)cc(C)c1. As a reaction SMILES: [CH2:2]1[NH:3][CH:4]([C:12](=[O:13])[O:14][CH3:15])[CH2:5][c:6]2[cH:7][cH:8][cH:9][cH:10][c:11]21.[CH3:16][c:17]1[cH:18][c:19]([C:20](=[O:21])[OH:22])[cH:23][c:24]([CH3:26])[cH:25]1.[CH3:27][N:28]([CH3:29])[CH2:30][CH2:31][CH2:32][N:33]=[C:34]=[N:35][CH2:36][CH3:37].[CH3:43][CH2:44][O:45][C:46](=[O:47])[CH3:48].[ClH:1].[O:38]=[CH:39][N:40]([CH3:41])[CH3:42]>>[CH2:2]1[N:3]([C:20]([c:19]2[cH:18][c:17]([CH3:16])[cH:25][c:24]([CH3:26])[cH:23]2)=[O:21])[CH:4]([C:12](=[O:13])[O:14][CH3:15])[CH2:5][c:6]2[cH:7][cH:8][cH:9][cH:10][c:11]21.